Dataset: the Open Reaction Database (ORD), a public repository of structured organic reaction records. Task: describe an organic reaction: reactants, conditions, products, and yield The reactants are C=O (paraformaldehyde), Cl (hydrochloric acid), C(C)(C)(C)N1N=C(C=C1OC)C(F)(F)F (1-tert-butyl-5-methoxy-3-trifluoromethyl-1H-pyrazole), O (water), C(C)(=O)O (acetic acid). Run at temperature 60 celsius, time 30 minute. Product: C(C)(C)(C)N1N=C(C(=C1OC)CCl)C(F)(F)F (1-tert-butyl-4-chloromethyl-5-methoxy-3-trifluoromethyl-1H-pyrazole). Yield: 89.0%. As a reaction SMILES: [CH2:1]=[O:2].[ClH:3].[C:4]([N:8]1[C:12](OC)=[CH:11][C:10]([C:15]([F:18])([F:17])[F:16])=[N:9]1)([CH3:7])([CH3:6])[CH3:5].O.[C:20](O)(=O)C>>[C:4]([N:8]1[C:1]([O:2][CH3:20])=[C:11]([CH2:12][Cl:3])[C:10]([C:15]([F:16])([F:17])[F:18])=[N:9]1)([CH3:5])([CH3:6])[CH3:7]. Reported procedure: 5.4 g of paraformaldehyde (180.2 mmoles in terms of formaldehyde) and 20 ml of concentrated hydrochloric acid were added to a solution of 20.0 g (90.1 mmoles) of 1-tert-butyl-5-methoxy-3-trifluoromethyl-1H-pyrazole dissolved in 90 ml of acetic acid. The mixture was stirred at 60° C. for 30 minutes to give rise to a reaction. After the completion of the reaction, the reaction mixture was poured into water, followed by extraction with diisopropyl ether. The resulting organic layer was washed with ...